Dataset: the Open Reaction Database (ORD), a public repository of structured organic reaction records. Task: describe an organic reaction: reactants, conditions, products, and yield Starting materials: ClC1=C(C=O)C(=CC=C1)F (2-chloro-6-fluorobenzaldehyde), solution, CC(C)([O-])C.[K+] (potassium tert-butoxide). The reagents and catalysts are [Br-].C[P+](C1=CC=CC=C1)(C1=CC=CC=C1)C1=CC=CC=C1 (methyltriphenylphosphonium bromide). The solvent is O1CCCC1 (tetrahydrofuran), O1CCCC1 (tetrahydrofuran), O1CCCC1 (tetrahydrofuran). Yields the product ClC1=C(C(=CC=C1)F)C=C (1-chloro-3-fluoro-2-vinylbenzene). Reaction SMILES: [CH3:1]C(C)([O-])C.[K+].[Cl:7][C:8]1[CH:15]=[CH:14][CH:13]=[C:12]([F:16])[C:9]=1[CH:10]=O>[Br-].C[P+](C1C=CC=CC=1)(C1C=CC=CC=1)C1C=CC=CC=1.O1CCCC1>[Cl:7][C:8]1[CH:15]=[CH:14][CH:13]=[C:12]([F:16])[C:9]=1[CH:10]=[CH2:1] |f:0.1,3.4|. Reported procedure: Under an argon atmosphere, to a suspension (1.1 L) of methyltriphenylphosphonium bromide (90 g) in dry tetrahydrofuran was added a solution (264 mL) of 1 mol/L-potassium tert-butoxide in tetrahydrofuran with stirring under ice-cooling, and the mixture was stirred at the same temperature for 30 min. Then, a solution (165 mL) of 2-chloro-6-fluorobenzaldehyde (34.5 g) in tetrahydrofuran was added to the mixture, and the mixture was stirred for 30 min. The insoluble material was removed with celite,... Starting materials: O=C(CN1CCc2cc(OCc3ccccc3)ccc2C1)N1CCN(C2CCC2)CC1, CCO. The product is O=C(CN1CCc2cc(O)ccc2C1)N1CCN(C2CCC2)CC1. Reaction SMILES: [CH2:1]([c:2]1[cH:3][cH:4][cH:5][cH:6][cH:7]1)[O:8][c:9]1[cH:10][c:11]2[c:16]([cH:17][cH:18]1)[CH2:15][N:14]([CH2:19][C:20](=[O:21])[N:22]1[CH2:23][CH2:24][N:25]([CH:28]3[CH2:29][CH2:30][CH2:31]3)[CH2:26][CH2:27]1)[CH2:13][CH2:12]2.[CH3:32][CH2:33][OH:34]>>[OH:8][c:9]1[cH:10][c:11]2[c:16]([cH:17][cH:18]1)[CH2:15][N:14]([CH2:19][C:20](=[O:21])[N:22]1[CH2:23][CH2:24][N:25]([CH:28]3[CH2:29][CH2:30][CH2:31]3)[CH2:26][CH2:27]1)[CH2:13][CH2:12]2. Reactants: C(C1=CC=CC=C1)OC(=O)N1CC(C(C1)=O)(C(=O)OCC)C (ethyl 1-benzyloxycarbonyl-3-methyl-4-oxopyrrolidine-3-carboxylate), [BH4-].[Na+] (sodium borohydride), [Cl-].[NH4+] (ammonium chloride), O (water). Run in CO (methanol). Run at time 20 minute. Product: C(C1=CC=CC=C1)OC(=O)N1CC(C(C1)O)(C(=O)OCC)C (Ethyl 1-benzyloxycarbonyl-4-hydroxy-3-methylpyrrolidine-3-carboxylate). The yield is 56.5%. RXN SMILES: [CH2:1]([O:8][C:9]([N:11]1[CH2:15][C:14](=[O:16])[C:13]([CH3:22])([C:17]([O:19][CH2:20][CH3:21])=[O:18])[CH2:12]1)=[O:10])[C:2]1[CH:7]=[CH:6][CH:5]=[CH:4][CH:3]=1.[BH4-].[Na+].[Cl-].[NH4+].O>CO>[CH2:1]([O:8][C:9]([N:11]1[CH2:15][CH:14]([OH:16])[C:13]([CH3:22])([C:17]([O:19][CH2:20][CH3:21])=[O:18])[CH2:12]1)=[O:10])[C:2]1[CH:3]=[CH:4][CH:5]=[CH:6][CH:7]=1 |f:1.2,3.4|. Procedure details: To a solution of ethyl 1-benzyloxycarbonyl-3-methyl-4-oxopyrrolidine-3-carboxylate (1.0 g, 3.28 mmol) in methanol (20 mL), sodium borohydride (0.19 g, 4.92 mmol) was added at −20° C., and the mixture was stirred at the same temperature for 20 minutes. To the reaction mixture were added saturated aqueous solution of ammonium chloride (20 mL) and water (20 mL), and the mixture was extracted by ethyl acetate (20 mL×3). The extract was washed with saturated aqueous solution of sodium chloride (20 mL...